This data is from the Open Reaction Database (ORD), a public repository of structured organic reaction records. The task is: describe an organic reaction: reactants, conditions, products, and yield The reactants are C(C)OC=1C(=C(C=O)C=C(C1)CC)F (3-Ethoxy-5-ethyl-2-fluorobenzaldehyde), [C-]#N.[K+] (KCN), OS(=O)[O-].[Na+] (NaHSO3). Solvent: C(C)(=O)OCC (ethyl acetate), O (H2O). Conditions: time 8 hour. Product: C(C)OC=1C(=C(C=C(C1)CC)C(C#N)O)F (2-(3-ethoxy-5-ethyl-2-fluorophenyl)-2-hydroxyacetonitrile). Yield: 88.7%. As a reaction SMILES: [CH2:1]([O:3][C:4]1[C:5]([F:14])=[C:6]([CH:9]=[C:10]([CH2:12][CH3:13])[CH:11]=1)[CH:7]=[O:8])[CH3:2].[C-:15]#[N:16].[K+].OS([O-])=O.[Na+]>C(OCC)(=O)C.O>[CH2:1]([O:3][C:4]1[C:5]([F:14])=[C:6]([CH:7]([OH:8])[C:15]#[N:16])[CH:9]=[C:10]([CH2:12][CH3:13])[CH:11]=1)[CH3:2] |f:1.2,3.4|. Procedure details: To 118D (630 mg, 3.46 mmol) in ethyl acetate (10 mL) was added a solution of KCN (676 mg) and NaHSO3 (1.08 g) dissolved in H2O (10 mL). It was left stirring overnight before extracted with ethyl acetate (2×50 mL). The combined organic extracts were dried and concentrated. The crude producte was purified by column chromatography to give 118E (685 mg, 92% yield) as an oil. 1H NMR (400 MHz, CDCl3) δ ppm 1.23 (t, J=7.69 Hz, 3H) 1.44 (t, J=7.03 Hz, 3H) 2.62 (q, J=7.76 Hz, 2H) 4.11 (q, J=7.03 Hz, 2H) ... Reactants: FC(C=1C=C(C=CC1)CC(C)O)(F)F (1-(3-trifluoromethylphenyl)-propan-2-ol), C(C)(=O)OC=C (vinyl acetate). The solvent is CCCCCC (hexane). Reaction conditions: time 1 hour. The product is (R)-1-(3-trifluoromethylphenyl)-propan-2-ol acetic ester, FC(C=1C=C(C=CC1)C[C@H](C)O)(F)F ((S)-1-(3-trifluoromethylphenyl)-propan-2-ol). Isolated yield 47.0%. RXN SMILES: [F:1][C:2]([F:14])([F:13])[C:3]1[CH:4]=[C:5]([CH2:9][CH:10]([OH:12])[CH3:11])[CH:6]=[CH:7][CH:8]=1.C(OC=C)(=O)C>CCCCCC>[F:1][C:2]([F:13])([F:14])[C:3]1[CH:4]=[C:5]([CH2:9][C@@H:10]([OH:12])[CH3:11])[CH:6]=[CH:7][CH:8]=1. Procedure: One gram of 1-(3-trifluoromethylphenyl)-propan-2-ol, (±)-(1), is dissolved in 100 ml of hexane, then is added with 0.5 g of Novozym (lipase from Candida antarctica) and 1 ml of vinyl acetate. The suspension is then incubated at 45° C. in a rotating stirrer (300 rpm). After 1 h, when the reaction mixture contains only two compounds in 1:1 ratio, the reaction is stopped and the solvent is distilled off under vacuum. The resulting residue is subjected to chromatographic separation on silica gel, el...